From a dataset of the Open Reaction Database (ORD), a public repository of structured organic reaction records. describe an organic reaction: reactants, conditions, products, and yield The reactants are N(N)C1=NC2=C(C(=NC1)C1=CC=CC=C1)C=CC=C2 (2-hydrazino-5-phenyl-3H-1,4-benzodiazepine), CN(CCC(C(=O)O)=O)C (4-(dimethylamino)-2-oxobutyric acid). Yields the product C(=O)(O)C(CCN(C)C)=NNC1=NC2=C(C(=NC1)C1=CC=CC=C1)C=CC=C2 (2-[[1-carboxy-3-(dimethylamino)propylidene]hydrazino]-5-phenyl-3H-1,4-benzodiazepine). Procedure: In the manner given in Example 13, 2-hydrazino-5-phenyl-3H-1,4-benzodiazepine can be stirred with 4-(dimethylamino)-2-oxobutyric acid at room temperature to give 2-[[1-carboxy-3-(dimethylamino)propylidene]hydrazino]-5-phenyl-3H-1,4-benzodiazepine. As a reaction SMILES: [NH:1]([C:3]1[CH2:9][N:8]=[C:7]([C:10]2[CH:15]=[CH:14][CH:13]=[CH:12][CH:11]=2)[C:6]2[CH:16]=[CH:17][CH:18]=[CH:19][C:5]=2[N:4]=1)[NH2:2].[CH3:20][N:21]([CH3:29])[CH2:22][CH2:23][C:24](=O)[C:25]([OH:27])=[O:26]>>[C:25]([C:24](=[N:2][NH:1][C:3]1[CH2:9][N:8]=[C:7]([C:10]2[CH:15]=[CH:14][CH:13]=[CH:12][CH:11]=2)[C:6]2[CH:16]=[CH:17][CH:18]=[CH:19][C:5]=2[N:4]=1)[CH2:23][CH2:22][N:21]([CH3:29])[CH3:20])([OH:27])=[O:26]. The reactants are [C+4], CC(C)(C)OC(=O)N(CCc1ccc(C(F)(F)F)cc1)C1CCN(Cc2ccccc2)CC1, CCO, [H][H], [OH-], [OH-], [OH-], [OH-], [OH-], [OH-], [Pd+2]. The product is CC(C)(C)OC(=O)N(CCc1ccc(C(F)(F)F)cc1)C1CCNCC1. As a reaction SMILES: [C+4:39].[CH2:1]([c:2]1[cH:3][cH:4][cH:5][cH:6][cH:7]1)[N:8]1[CH2:9][CH2:10][CH:11]([N:14]([C:15]([O:16][C:17]([CH3:18])([CH3:19])[CH3:20])=[O:21])[CH2:22][CH2:23][c:24]2[cH:25][cH:26][c:27]([C:30]([F:31])([F:32])[F:33])[cH:28][cH:29]2)[CH2:12][CH2:13]1.[CH3:36][CH2:37][OH:38].[H:34][H:35].[OH-:40].[OH-:42].[OH-:43].[OH-:44].[OH-:45].[OH-:46].[Pd+2:41]>>[NH:8]1[CH2:9][CH2:10][CH:11]([N:14]([C:15]([O:16][C:17]([CH3:18])([CH3:19])[CH3:20])=[O:21])[CH2:22][CH2:23][c:24]2[cH:25][cH:26][c:27]([C:30]([F:31])([F:32])[F:33])[cH:28][cH:29]2)[CH2:12][CH2:13]1. Starting materials: crude mixture, Cl (hydrogen chloride), CC=1C2=C(NN1)C1=C(N(N=C1)C)CC2 (1,4,5,6-tetrahydro-3,6-dimethylbenzo[1,2-c:3,4-c']dipyrazole), ice, [H-].[Na+] (sodium hydride), IC (iodomethane). Solvent: C(C)OCC (ethyl ether), CN(C=O)C (dimethylformamide), CN(C=O)C (dimethylformamide), CN(C=O)C (dimethylformamide). Yields the product Cl.CN1N=C(C2=C1C1=C(N(N=C1)C)CC2)C (1,4,5,6- tetrahydro-1,3,6-trimethylbenzo[1,2-c:3,4-c']dipyrazole monohydrochloride). The yield is 20.0%. As a reaction SMILES: [CH3:1][C:2]1[C:3]2[CH2:14][CH2:13][C:8]3[N:9]([CH3:12])[N:10]=[CH:11][C:7]=3[C:4]=2[NH:5][N:6]=1.[H-].[Na+].I[CH3:18].[ClH:19]>CN(C)C=O.C(OCC)C>[ClH:19].[CH3:18][N:5]1[C:4]2[C:7]3[CH:11]=[N:10][N:9]([CH3:12])[C:8]=3[CH2:13][CH2:14][C:3]=2[C:2]([CH3:1])=[N:6]1 |f:1.2,7.8|. Procedure: A solution of 14.5 g of 1,4,5,6-tetrahydro-3,6-dimethylbenzo[1,2-c:3,4-c']dipyrazole in 50 ml of dimethylformamide was added to an ice-cold stirred suspension of 2.4 g of sodium hydride in 50 ml of dimethylformamide. The reaction was stirred at 0° C. for 20 minutes and then a solution of 6.3 ml of iodomethane in 15 ml of dimethylformamide was added dropwise. The mixture was allowed to come to room temperature and stirred for 2 hours. The solvent was evaporated under reduced pressure and the resi... Starting materials: C(C)OC(C(C(C)CCCCCCOC1=CC(=CC(=C1)C=1C(N(C(=CC1C(F)(F)F)C)C)=O)Br)OC1=C(C=CC=C1)CCC(=O)OCC)=O (3-{6-[3-bromo-5-(1,6-dimethyl-2-oxo-4-trifluoromethyl-1,2-dihydro-pyridin-3-yl)-phenoxy]-hexyl}-(2-(2-ethoxycarbonyl-ethyl)-phenoxy)-butyric acid ethyl ester), [OH-].[Na+] (sodium hydroxide). Yields the product BrC=1C=C(OCCCCCCC(C(C(=O)O)OC2=C(C=CC=C2)CCC(=O)O)C)C=C(C1)C=1C(N(C(=CC1C(F)(F)F)C)C)=O (3-{6-[3-bromo-5-(1,6-dimethyl -2-oxo-4-trifluoromethyl-1,2-dihydro-pyridin-3-yl)-phenoxy]-hexyl}-(2-(2-carboxy-ethyl)-phenoxy)-butyric acid). Isolated yield 52.6%. Reaction SMILES: C([O:3][C:4](=[O:49])[CH:5]([O:35][C:36]1[CH:41]=[CH:40][CH:39]=[CH:38][C:37]=1[CH2:42][CH2:43][C:44]([O:46]CC)=[O:45])[CH:6]([CH2:8][CH2:9][CH2:10][CH2:11][CH2:12][CH2:13][O:14][C:15]1[CH:20]=[C:19]([C:21]2[C:22](=[O:33])[N:23]([CH3:32])[C:24]([CH3:31])=[CH:25][C:26]=2[C:27]([F:30])([F:29])[F:28])[CH:18]=[C:17]([Br:34])[CH:16]=1)[CH3:7])C.[OH-].[Na+]>>[Br:34][C:17]1[CH:16]=[C:15]([CH:20]=[C:19]([C:21]2[C:22](=[O:33])[N:23]([CH3:32])[C:24]([CH3:31])=[CH:25][C:26]=2[C:27]([F:28])([F:30])[F:29])[CH:18]=1)[O:14][CH2:13][CH2:12][CH2:11][CH2:10][CH2:9][CH2:8][CH:6]([CH3:7])[CH:5]([O:35][C:36]1[CH:41]=[CH:40][CH:39]=[CH:38][C:37]=1[CH2:42][CH2:43][C:44]([OH:46])=[O:45])[C:4]([OH:49])=[O:3] |f:1.2|. Procedure: A similar procedure as described in Example 1, step 3 was used, starting from 4-[3-{6-[3-bromo-5-(1,6-dimethyl-2-oxo-4-trifluoromethyl-1,2-dihydro-pyridin-3-yl)-phenoxy]-hexyl}-(2-(2-ethoxycarbonyl-ethyl)-phenoxy)-butyric acid ethyl ester (537 mg, 0.71 mmol) and 1.0 N aqueous sodium hydroxide (7.1 mL) to give 4-[3-{6-[3-bromo-5-(1,6-dimethyl -2-oxo-4-trifluoromethyl-1,2-dihydro-pyridin-3-yl)-phenoxy]-hexyl}-(2-(2-carboxy-ethyl)-phenoxy)-butyric acid (260 mg, 52%) as an amorphous white solid: ES(... Starting materials: C(C)(=O)OCC (ethyl acetate), NC(=O)[C@H]1N(C[C@@H](C1)O)C(=O)OC(C)(C)C (tert-butyl (2S,4R)-2-(aminocarbonyl)-4-hydroxypyrrolidine-1-carboxylate), FC(C(=O)OC(C(F)(F)F)=O)(F)F (trifluoroacetic anhydride), anhydride, O (water). Run in N1=CC=CC=C1 (pyridine). Yields the product C(C)(C)(C)OC(=O)N1[C@@H](C[C@H](C1)O)C#N ((2S,4R)-1-(tert-butoxycarbonyl)4-hydroxypyrrolidine-2-carbonitrile). RXN SMILES: [NH2:1][C:2]([C@@H:4]1[CH2:8][C@@H:7]([OH:9])[CH2:6][N:5]1[C:10]([O:12][C:13]([CH3:16])([CH3:15])[CH3:14])=[O:11])=O.FC(F)(F)C(OC(=O)C(F)(F)F)=O.O.C(OCC)(=O)C>N1C=CC=CC=1>[C:13]([O:12][C:10]([N:5]1[CH2:6][C@H:7]([OH:9])[CH2:8][C@H:4]1[C:2]#[N:1])=[O:11])([CH3:16])([CH3:14])[CH3:15]. Reported procedure: 7.82 g (34 mmol) of tert-butyl (2S,4R)-2-(aminocarbonyl)-4-hydroxypyrrolidine-1-carboxylate was dissolved in 80 ml of pyridine and 12 ml (84 mmol) of trifluoroacetic anhydride was added to the solution dropwise, at −20 C□. The mixture was stirred at room temperature for a day. The excess of anhydride was hydrolised by addition of some drops of water. To this mixture 200 ml of ethyl acetate was added and it was washed with 10% aqueous hydrogen chloride (to pH 3-5), 50 ml 2 N solution of sodium hy... The reactants are N1([C@H](C(=O)N[C@H](C(C)(C)SC)C(=O)N[C@@H](CC(C)C)C(=O)OC)CCC1)C(=O)OC(C)(C)C (Boc-Pro-DPen(Me)-Leu-OMe), [OH-].[Na+] (NaOH). The solvent is CO (methanol). Product: N1([C@H](C(=O)N[C@H](C(C)(C)SC)C(=O)N[C@@H](CC(C)C)C(=O)O)CCC1)C(=O)OC(C)(C)C (Boc-Pro-DPen(Me)-Leu-OH). The yield is 103.0%. As a reaction SMILES: [N:1]1([C:27]([O:29][C:30]([CH3:33])([CH3:32])[CH3:31])=[O:28])[CH2:26][CH2:25][CH2:24][C@H:2]1[C:3]([NH:5][C@@H:6]([C:12]([NH:14][C@H:15]([C:20]([O:22]C)=[O:21])[CH2:16][CH:17]([CH3:19])[CH3:18])=[O:13])[C:7]([S:10][CH3:11])([CH3:9])[CH3:8])=[O:4].[OH-].[Na+]>CO>[N:1]1([C:27]([O:29][C:30]([CH3:32])([CH3:31])[CH3:33])=[O:28])[CH2:26][CH2:25][CH2:24][C@H:2]1[C:3]([NH:5][C@@H:6]([C:12]([NH:14][C@H:15]([C:20]([OH:22])=[O:21])[CH2:16][CH:17]([CH3:19])[CH3:18])=[O:13])[C:7]([S:10][CH3:11])([CH3:9])[CH3:8])=[O:4] |f:1.2|. Procedure: To a solution of Boc-Pro-DPen(Me)-Leu-OMe (0.94 g, prepared in Example (9-e)) in methanol (2.5 mL) was added 1N NaOH (2.5 mL) under ice-cooling. The mixture was stirred under ice-cooling for 30 min and at room temperature for 1 h. The mixture was evaporated under reduced pressure to remove methanol and water (20 mL) was added to the residue. The mixture was extracted with diethyl ether (20 mL). The aqueous layer was acidified with 10% aq. citric acid and extracted with ethyl acetate (10 mL×3). T... Reactants: ClC=1C=C(C=C(C1CC=1C=NC2=CC=CC=C2C1)Cl)N (3,5-Dichloro-4-quinolin-3-ylmethyl-phenylamine), ClC1=C(C=CC(=C1)Cl)S(=O)(=O)Cl (2,4-dichlorobenzenesulfonyl chloride). Run in N1=CC=CC=C1 (pyridine). Yields the product ClC1=C(C=CC(=C1)Cl)S(=O)(=O)NC1=CC(=C(C(=C1)Cl)CC=1C=NC2=CC=CC=C2C1)Cl (2,4-Dichloro-N-(3,5-dichloro-4-quinolin-3-ylmethyl-phenyl)-benzenesulfonamide). As a reaction SMILES: [Cl:1][C:2]1[CH:3]=[C:4]([NH2:20])[CH:5]=[C:6]([Cl:19])[C:7]=1[CH2:8][C:9]1[CH:10]=[N:11][C:12]2[C:17]([CH:18]=1)=[CH:16][CH:15]=[CH:14][CH:13]=2.[Cl:21][C:22]1[CH:27]=[C:26]([Cl:28])[CH:25]=[CH:24][C:23]=1[S:29](Cl)(=[O:31])=[O:30]>N1C=CC=CC=1>[Cl:21][C:22]1[CH:27]=[C:26]([Cl:28])[CH:25]=[CH:24][C:23]=1[S:29]([NH:20][C:4]1[CH:5]=[C:6]([Cl:19])[C:7]([CH2:8][C:9]2[CH:10]=[N:11][C:12]3[C:17]([CH:18]=2)=[CH:16][CH:15]=[CH:14][CH:13]=3)=[C:2]([Cl:1])[CH:3]=1)(=[O:31])=[O:30]. Procedure: 2,4-Dichloro-N-(3,5-dichloro-4-quinolin-3-ylmethyl-phenyl)-benzenesulfonamide was synthesized (63%) from 3,5-dichloro-4-quinolin-3-ylmethyl-phenylamine (230), 2,4-dichlorobenzenesulfonyl chloride (Maybridge) and pyridine (EM) in a similar manner as described in Examples 70-91. 1H NMR (400 MHz, DMSO-d6) δ 11.34 (br s, 1H), 8.78 (d, J=2.0 Hz, 1H), 8.13 (d, J=8.6 Hz, 1H), 7.97 (d, J=8.6 Hz, 1H), 7.93 (d, J=1.8 Hz, 1H), 7.88 (d, J=7.9 Hz, 1H), 7.80 (s, 1H), 7.73-7.68 (m, 2H), 7.58 (t, J=7.5 Hz, 1H),...